describe an organic reaction: reactants, conditions, products, and yield From a dataset of the Open Reaction Database (ORD), a public repository of structured organic reaction records. Starting materials: C(C=C)OC1(CCN(CC1)C1=C(C(=NC=2N1N=C(C2)COCC2=C(C=CC=C2)CCC=C)C)[C@@H](C(=O)OCC)OC(C)(C)C)C ((S)-ethyl 2-(7-(4-(allyloxy)-4-methylpiperidin-1-yl)-2-(((2-(but-3-en-1-yl)benzyl)oxy)methyl)-5-methylpyrazolo[1,5-a]pyrimidin-6-yl)-2-(tert-butoxy)acetate), [BH4-].[Na+] (Sodium borohydride). Reagents/catalysts: C1(=C(C(=CC(=C1)C)C)N1C(N(CC1)C1=C(C=C(C=C1C)C)C)=[Ru](=CC1=C(C=CC=C1)OC(C)C)(Cl)Cl)C ((1,3-dimesitylimidazolidin-2-ylidene)(2-isopropoxybenzylidene)ruthenium(VI) chloride). Solvent: C(CCl)Cl (ClCH2CH2Cl). Conditions: time 1 hour. Product: C(C)(C)(C)O[C@H](C(=O)OCC)C1=C2N3CCC(OCCCCCC=4C=CC=CC4COCC4=NN2C(N=C1C)=C4)(CC3)C (ethyl (2S)-2-(tert-butoxy)-2-{4,25-dimethyl-11,24-dioxa-1,5,7,8-tetraazapentacyclo[23.2.2.16,9.02,7.013,18]triaconta-2,4,6(30),8,13(18),14,16-heptaen-3-yl}acetate). Isolated yield 70.1%. Reaction SMILES: [CH2:1]([O:4][C:5]1([CH3:45])[CH2:10][CH2:9][N:8]([C:11]2[N:16]3[N:17]=[C:18]([CH2:20][O:21][CH2:22][C:23]4[CH:28]=[CH:27][CH:26]=[CH:25][C:24]=4[CH2:29][CH2:30][CH:31]=[CH2:32])[CH:19]=[C:15]3[N:14]=[C:13]([CH3:33])[C:12]=2[C@H:34]([O:40][C:41]([CH3:44])([CH3:43])[CH3:42])[C:35]([O:37][CH2:38][CH3:39])=[O:36])[CH2:7][CH2:6]1)C=C.[BH4-].[Na+]>C(Cl)CCl.C1(C)C=C(C)C=C(C)C=1N1CCN(C2C(C)=CC(C)=CC=2C)C1=[Ru](Cl)(Cl)=CC1C=CC=CC=1OC(C)C>[C:41]([O:40][C@@H:34]([C:12]1[C:13]([CH3:33])=[N:14][C:15]2=[CH:19][C:18]3=[N:17][N:16]2[C:11]=1[N:8]1[CH2:9][CH2:10][C:5]([CH3:45])([O:4][CH2:1][CH2:32][CH2:31][CH2:30][CH2:29][C:24]2[CH:25]=[CH:26][CH:27]=[CH:28][C:23]=2[CH2:22][O:21][CH2:20]3)[CH2:6][CH2:7]1)[C:35]([O:37][CH2:38][CH3:39])=[O:36])([CH3:44])([CH3:42])[CH3:43] |f:1.2|. Procedure details: (S)-ethyl 2-(7-(4-(allyloxy)-4-methylpiperidin-1-yl)-2-(((2-(but-3-en-1-yl)benzyl)oxy)methyl)-5-methylpyrazolo[1,5-a]pyrimidin-6-yl)-2-(tert-butoxy)acetate (55 mg, 0.089 mmol) and (1,3-dimesitylimidazolidin-2-ylidene)(2-isopropoxybenzylidene)ruthenium(VI) chloride (5.57 mg, 8.89 μmol) in ClCH2CH2Cl (60 mL) was refluxed for 2 h. It was then concentrated and the residue was dissolved in MeOH (5 mL). Sodium borohydride (3.36 mg, 0.089 mmol) was added and the reaction was stirred at rt for 1 h. It w...